This data is from the Open Reaction Database (ORD), a public repository of structured organic reaction records. The task is: describe an organic reaction: reactants, conditions, products, and yield The reactants are CCOCC (ether), C(C)(=O)OCC1=C(N2C([C@H]([C@H]2SC1)NC=1SC=C(N1)C(=O)NCC1=CC=CC=C1)=O)C(=O)OC(C1=CC=CC=C1)C1=CC=CC=C1 ((6R-trans)-3-[(acetyloxy)methyl]-8-oxo-7-[[4-[[(phenylmethyl)amino]carbonyl]-2-thiazolyl]amino]-5-thia-1-azabicyclo[4.2.0]oct-2-ene-2-carboxylic acid, diphenylmethyl ester), FC(C(=O)O)(F)F (trifluoroacetic acid), C1(=CC=CC=C1)OC (anisole). Run in petroleum ether, ClCCl (dichloromethane), ClCCl (dichloromethane). Reaction conditions: time 45 minute. Product: C(C)(=O)OCC1=C(N2C([C@H]([C@H]2SC1)NC=1SC=C(N1)C(=O)NCC1=CC=CC=C1)=O)C(=O)O ((6R-trans)-3-[(Acetyloxy)methyl]-8-oxo-7-[[4-[[(phenylmethyl)amino]carbonyl]-2-thiazolyl]amino]-5-thia-1-azabicyclo[4.2.0]oct-2-ene-2-carboxylic acid). Yield: 80.4%. Reaction SMILES: [C:1]([O:4][CH2:5][C:6]1[CH2:13][S:12][C@H:11]2[N:8]([C:9](=[O:30])[C@H:10]2[NH:14][C:15]2[S:16][CH:17]=[C:18]([C:20]([NH:22][CH2:23][C:24]3[CH:29]=[CH:28][CH:27]=[CH:26][CH:25]=3)=[O:21])[N:19]=2)[C:7]=1[C:31]([O:33]C(C1C=CC=CC=1)C1C=CC=CC=1)=[O:32])(=[O:3])[CH3:2].FC(F)(F)C(O)=O.C1(OC)C=CC=CC=1.CCOCC>ClCCl>[C:1]([O:4][CH2:5][C:6]1[CH2:13][S:12][C@H:11]2[N:8]([C:9](=[O:30])[C@H:10]2[NH:14][C:15]2[S:16][CH:17]=[C:18]([C:20]([NH:22][CH2:23][C:24]3[CH:29]=[CH:28][CH:27]=[CH:26][CH:25]=3)=[O:21])[N:19]=2)[C:7]=1[C:31]([OH:33])=[O:32])(=[O:3])[CH3:2]. Procedure details: A mixture of 175 mg of (6R-trans)-3-[(acetyloxy)methyl]-8-oxo-7-[[4-[[(phenylmethyl)amino]carbonyl]-2-thiazolyl]amino]-5-thia-1-azabicyclo[4.2.0]oct-2-ene-2-carboxylic acid, diphenylmethyl ester, trifluoroacetic acid and anisole in dichloromethane was stirred for 45 minutes. The addition of dichloromethane, ether and petroleum ether caused precipitation. The solid was collected and washed with ether and petroleum ether, giving 105 mg of the desired product. Reactants: Cl.CN(C)CC1=CC=C(C=C1)SC1CCN(CC1)C(=O)OC1=CC=CC=C1 (4-[4-(dimethylaminomethyl)phenylthio]-N-phenoxycarbonylpiperidine-hydrochloride), ethyl acetate petroleum ether, I(=O)(=O)(=O)[O-].[Na+] (sodium metaperiodate), [O-2].[Al+3].[O-2].[O-2].[Al+3] (aluminium oxide). The product is Cl.C(C1=CC=CC=C1)OC(=O)N1CCC(CC1)S(=O)C1=CC=C(C=C1)CN(C)C (N-benzyloxycarbonyl-4-[4-(dimethylaminomethyl)phenylsulphinyl]piperidine-hydrochloride). RXN SMILES: [ClH:1].[CH3:2][N:3]([CH2:5][C:6]1[CH:11]=[CH:10][C:9]([S:12][CH:13]2[CH2:18][CH2:17][N:16]([C:19]([O:21]C3C=CC=CC=3)=[O:20])[CH2:15][CH2:14]2)=[CH:8][CH:7]=1)[CH3:4].I([O-])(=O)(=O)=O.[Na+].[O-2:34].[Al+3].[O-2].[O-2].[Al+3]>>[ClH:1].[CH2:5]([O:21][C:19]([N:16]1[CH2:17][CH2:18][CH:13]([S:12]([C:9]2[CH:10]=[CH:11][C:6]([CH2:5][N:3]([CH3:2])[CH3:4])=[CH:7][CH:8]=2)=[O:34])[CH2:14][CH2:15]1)=[O:20])[C:6]1[CH:11]=[CH:10][CH:9]=[CH:8][CH:7]=1 |f:0.1,2.3,4.5.6.7.8,9.10|. Procedure: from 4-[4-(dimethylaminomethyl)phenylthio]-N-phenoxycarbonylpiperidine-hydrochloride and sodium metaperiodate; colourless powder; Rf value of the free base: 0.4 (aluminium oxide, ethyl acetate/petroleum ether=1:1, v:v). The reactants are BrC1=CC=C(C=C1)C(CCC(=O)O)=O (4-(4-Bromophenyl)-4-oxobutyric acid), OS(=O)(=O)O (H2SO4), CO (MeOH). Product: COC(CCC(=O)C1=CC=C(C=C1)Br)=O (4-(4-bromophenyl)-4-oxobutyric acid methyl ester), solid. As a reaction SMILES: [Br:1][C:2]1[CH:7]=[CH:6][C:5]([C:8](=[O:14])[CH2:9][CH2:10][C:11]([OH:13])=[O:12])=[CH:4][CH:3]=1.OS(O)(=O)=O.[CH3:20]O>>[CH3:20][O:12][C:11](=[O:13])[CH2:10][CH2:9][C:8]([C:5]1[CH:4]=[CH:3][C:2]([Br:1])=[CH:7][CH:6]=1)=[O:14]. Procedure details: 4-(4-Bromophenyl)-4-oxobutyric acid (86.4 g, 0.336 mol) (Preparation 1) in MeOH (1.7 l) containing H2SO4 (86 ml) was refluxed for 21 h. After cooling, the light precipitate was filtered off and the reaction mixture concentrated to dryness. The obtained solid was placed in water and extracted twice with EtOAc. The organic layer was washed with diluted NaOH and twice with brine, dried over Na2SO4 and concentrated to yield the desired 4-(4-bromophenyl)-4-oxobutyric acid methyl ester as a low meltin... The reactants are CN(C)C=O, Nc1cc(-c2cn(C3=NNC(=O)CC3)nc2-c2ccc(F)cc2)ccn1, C1CCOC1. The product is CN1N=C(n2cc(-c3ccnc(N)c3)c(-c3ccc(F)cc3)n2)CCC1=O. Reaction SMILES: [CH3:32][N:33]([CH3:34])[CH:35]=[O:36].[NH2:1][c:2]1[n:3][cH:4][cH:5][c:6](-[c:8]2[c:9](-[c:20]3[cH:21][cH:22][c:23]([F:26])[cH:24][cH:25]3)[n:10][n:11]([C:13]3=[N:14][NH:15][C:16](=[O:19])[CH2:17][CH2:18]3)[cH:12]2)[cH:7]1.[O:27]1[CH2:28][CH2:31][CH2:30][CH2:29]1>>[NH2:1][c:2]1[n:3][cH:4][cH:5][c:6](-[c:8]2[c:9](-[c:20]3[cH:21][cH:22][c:23]([F:26])[cH:24][cH:25]3)[n:10][n:11]([C:13]3=[N:14][N:15]([CH3:28])[C:16](=[O:19])[CH2:17][CH2:18]3)[cH:12]2)[cH:7]1. Starting materials: CC(C)([O-])C.[Na+] (sodium tert-butoxide), C(C)(=O)N1[C@H](C[C@H](C2=CC(=CC=C12)C=1C=NN(C1)CCN(C(OC(C)(C)C)=O)C)N)C (1,1-Dimethylethyl (2-{4-[(2S,4R)-1-acetyl-4-amino-2-methyl-1,2,3,4-tetrahydro-6-quinolinyl]-1H-pyrazol-1-yl}ethyl)methylcarbamate), C1(CCCCC1)P(C1=C(C=CC=C1)C=1C(=CC=CC1)N(C)C)C1CCCCC1 (2′-(dicyclohexylphosphino)-N,N-dimethylbiphenyl-2-amine), intermediate 55, IC1=CC=CC=C1 (iodobenzene). The reagents and catalysts are C=1C=CC(=CC1)/C=C/C(=O)/C=C/C2=CC=CC=C2.C=1C=CC(=CC1)/C=C/C(=O)/C=C/C2=CC=CC=C2.C=1C=CC(=CC1)/C=C/C(=O)/C=C/C2=CC=CC=C2.[Pd].[Pd] (tris(dibenzylideneacetone)dipalladium(0)). Run in O1CCOCC1 (1,4-dioxane). Run at temperature 120 celsius, time 16 hour. The product is C(C)(=O)N1[C@H](C[C@H](C2=CC(=CC=C12)C=1C=NN(C1)CCN(C(OC(C)(C)C)=O)C)NC1=CC=CC=C1)C (1,1-dimethylethyl (2-{4-[(2S,4R)-1-acetyl-2-methyl-4-(phenylamino)-1,2,3,4-tetrahydro-6-quinolinyl]-1H-pyrazol-1-yl}ethyl)methylcarbamate). Yield: 58.9%. As a reaction SMILES: [C:1]([N:4]1[C:13]2[C:8](=[CH:9][C:10]([C:14]3[CH:15]=[N:16][N:17]([CH2:19][CH2:20][N:21]([CH3:29])[C:22](=[O:28])[O:23][C:24]([CH3:27])([CH3:26])[CH3:25])[CH:18]=3)=[CH:11][CH:12]=2)[C@H:7]([NH2:30])[CH2:6][C@@H:5]1[CH3:31])(=[O:3])[CH3:2].I[C:33]1[CH:38]=[CH:37][CH:36]=[CH:35][CH:34]=1.C1(P(C2CCCCC2)C2C=CC=CC=2C2C(N(C)C)=CC=CC=2)CCCCC1.CC(C)([O-])C.[Na+]>O1CCOCC1.C1C=CC(/C=C/C(/C=C/C2C=CC=CC=2)=O)=CC=1.C1C=CC(/C=C/C(/C=C/C2C=CC=CC=2)=O)=CC=1.C1C=CC(/C=C/C(/C=C/C2C=CC=CC=2)=O)=CC=1.[Pd].[Pd]>[C:1]([N:4]1[C:13]2[C:8](=[CH:9][C:10]([C:14]3[CH:15]=[N:16][N:17]([CH2:19][CH2:20][N:21]([CH3:29])[C:22](=[O:28])[O:23][C:24]([CH3:25])([CH3:26])[CH3:27])[CH:18]=3)=[CH:11][CH:12]=2)[C@H:7]([NH:30][C:33]2[CH:38]=[CH:37][CH:36]=[CH:35][CH:34]=2)[CH2:6][C@@H:5]1[CH3:31])(=[O:3])[CH3:2] |f:3.4,6.7.8.9.10|. Procedure: 1,1-Dimethylethyl (2-{4-[(2S,4R)-1-acetyl-4-amino-2-methyl-1,2,3,4-tetrahydro-6-quinolinyl]-1H-pyrazol-1-yl}ethyl)methylcarbamate (for a preparation see intermediate 55) (150 mg, 0.351 mmol), iodobenzene (0.078 mL, 0.702 mmol), 2′-(dicyclohexylphosphino)-N,N-dimethylbiphenyl-2-amine (DavePhos) (27.6 mg, 0.070 mmol), tris(dibenzylideneacetone)dipalladium(0) (32.1 mg, 0.035 mmol) and sodium tert-butoxide (67.4 mg, 0.702 mmol) were dissolved in 1,4-dioxane (4 mL). The resulting mixture was stirred ... The reactants are BrC1=CC(=C(C=C1)S(=O)(=O)C1=CC=CC=C1)Cl (4-bromo-2-chloro-1-(phenylsulfonyl)benzene), FC=1C=CC(=C(C1)B(O)O)OC (5-fluoro-2-methoxybenzene boronic acid). Product: ClC=1C=C(C=CC1S(=O)(=O)C1=CC=CC=C1)C1=C(C=CC(=C1)F)OC (3′-chloro-5-fluoro-2-methoxy-4′-(phenylsulfonyl)biphenyl). Reaction SMILES: Br[C:2]1[CH:7]=[CH:6][C:5]([S:8]([C:11]2[CH:16]=[CH:15][CH:14]=[CH:13][CH:12]=2)(=[O:10])=[O:9])=[C:4]([Cl:17])[CH:3]=1.[F:18][C:19]1[CH:20]=[CH:21][C:22]([O:28][CH3:29])=[C:23](B(O)O)[CH:24]=1>>[Cl:17][C:4]1[CH:3]=[C:2]([C:21]2[CH:20]=[C:19]([F:18])[CH:24]=[CH:23][C:22]=2[O:28][CH3:29])[CH:7]=[CH:6][C:5]=1[S:8]([C:11]1[CH:16]=[CH:15][CH:14]=[CH:13][CH:12]=1)(=[O:10])=[O:9]. Procedure details: The subtitle compound was prepared by the method of example 2 step (ii) using the product of step (i) and 5-fluoro-2-methoxybenzene boronic acid.